Dataset: the Open Reaction Database (ORD), a public repository of structured organic reaction records. Task: describe an organic reaction: reactants, conditions, products, and yield Starting materials: CC1(O)C(O)C(CO)OC1n1cc2c(C#N)cc3c(=O)[nH]ncc(n1)c23, [NH4+], [OH-], OO. The product is CC1(O)C(O)C(CO)OC1n1cc2c(C(N)=O)cc3c(=O)[nH]ncc(n1)c23. RXN SMILES: [C:1](#[N:2])[c:3]1[cH:4][c:5]2[c:6](=[O:26])[nH:7][n:8][cH:9][c:10]3[c:11]2[c:12]1[cH:13][n:14]([CH:16]1[C:17]([OH:18])([CH3:25])[CH:19]([OH:20])[CH:21]([CH2:23][OH:24])[O:22]1)[n:15]3.[NH4+:28].[OH-:27].[OH:29][OH:30]>>[C:1]([NH2:2])([c:3]1[cH:4][c:5]2[c:6](=[O:26])[nH:7][n:8][cH:9][c:10]3[c:11]2[c:12]1[cH:13][n:14]([CH:16]1[C:17]([OH:18])([CH3:25])[CH:19]([OH:20])[CH:21]([CH2:23][OH:24])[O:22]1)[n:15]3)=[O:27]. Starting materials: BrCCCCCCCSC1=CC=C(C=C1)Cl (1 -bromo-7-(4-chlorophenylthio)heptane), ClC1=CC(=CC=C1)C(=O)OO (metachloroperbenzoic acid), S(=O)([O-])[O-].[Na+].[Na+].C(O)([O-])=O.[Na+] (sodium sulfite sodium hydrogen carbonate). The solvent is ClCCl (dichloromethane). The product is BrCCCCCCCS(=O)(=O)C1=CC=C(C=C1)Cl (1-bromo-7-(4-chlorophenylsulfonyl)heptane). RXN SMILES: [Br:1][CH2:2][CH2:3][CH2:4][CH2:5][CH2:6][CH2:7][CH2:8]SC1C=CC(Cl)=CC=1.[Cl:17][C:18]1[CH:23]=[CH:22][CH:21]=[C:20](C(OO)=O)[CH:19]=1.[S:28]([O-:31])([O-])=[O:29].[Na+].[Na+].C(=O)([O-])O.[Na+]>ClCCl>[Br:1][CH2:2][CH2:3][CH2:4][CH2:5][CH2:6][CH2:7][CH2:8][S:28]([C:21]1[CH:20]=[CH:19][C:18]([Cl:17])=[CH:23][CH:22]=1)(=[O:31])=[O:29] |f:2.3.4.5.6|. Procedure: To a solution of 1 -bromo-7-(4-chlorophenylthio)heptane (1.19 g) in dichloromethane (20 ml) at −20° C. was added metachloroperbenzoic acid (60%, 2.23 g) portionwise over 15 min. The mixture was allowed to warm to room temperature over 1 h and was shaken with aqueous sodium sulfite/sodium hydrogen carbonate solution. The organic layer was dried over magnesium sulfate and evaporated under reduced pressure. The residue was chromatographed on silica gel using 50:50 hexane:dichloromethane as eluent t...